From a dataset of the Open Reaction Database (ORD), a public repository of structured organic reaction records. describe an organic reaction: reactants, conditions, products, and yield Starting materials: oxalate ester, C[Si](C)(C)[SiH]([Si](C)(C)C)[Si](C)(C)C (tris(trimethylsilyl)silane), N(=NC(C#N)(C)C)C(C#N)(C)C (2,2′-azobisisobutyronitrile), C(C)(C)(C)OC(=O)N1CCC(CC1)C(C(C(=O)OCC)(F)F)O (ethyl 3-(1-(t-butoxycarbonyl)-piperidin-4-yl)-3-hydroxy-2,2-difluoropropionate), ClC(C(=O)OC)=O (methyl chlorooxoacetate). The reagents and catalysts are CN(C)C1=CC=NC=C1 (4-(N,N-dimethylamino)pyridine). The solvent is C1(=CC=CC=C1)C (toluene), C(Cl)Cl (CH2Cl2). Reaction conditions: time 1 hour. Yields the product hexanes ether, C(C)(C)(C)OC(=O)N1CCC(CC1)CC(C(=O)OCC)(F)F (Ethyl 3-(1-(t-butoxycarbonyl)-piperidin-4-yl)-2.2-difluoropropionate). The yield is 42.8%. RXN SMILES: [C:1]([O:5][C:6]([N:8]1[CH2:13][CH2:12][CH:11]([CH:14](O)[C:15]([F:22])([F:21])[C:16]([O:18][CH2:19][CH3:20])=[O:17])[CH2:10][CH2:9]1)=[O:7])([CH3:4])([CH3:3])[CH3:2].ClC(=O)C(OC)=O.C[Si]([SiH]([Si](C)(C)C)[Si](C)(C)C)(C)C.N(C(C)(C)C#N)=NC(C)(C)C#N>CN(C1C=CN=CC=1)C.C(Cl)Cl.C1(C)C=CC=CC=1>[C:1]([O:5][C:6]([N:8]1[CH2:9][CH2:10][CH:11]([CH2:14][C:15]([F:22])([F:21])[C:16]([O:18][CH2:19][CH3:20])=[O:17])[CH2:12][CH2:13]1)=[O:7])([CH3:2])([CH3:3])[CH3:4]. Reported procedure: A solution of 2.25 g (6.7 mmol) of ethyl 3-(1-(t-butoxycarbonyl)-piperidin-4-yl)-3-hydroxy-2,2-difluoropropionate (from EXAMPLE 176, Step A) and 2.50 g (20.5 mmol) of 4-(N,N-dimethylamino)pyridine in 40 mL of CH2Cl2 at 0° C. was treated with 1.10 mL (12.0 mmol) of methyl chlorooxoacetate. The resulting mixture was warmed to rt, stirred for 1 h, then quenched with 100 mL of 0.5 N KHSO4. The quenched mixture was extracted with 250 mL of EtOAc; the extract was dried and concentrated. The crude oxal...